This data is from the Open Reaction Database (ORD), a public repository of structured organic reaction records. The task is: describe an organic reaction: reactants, conditions, products, and yield The reactants are CCO, COC(=O)c1ccc(CC(C)C)c(F)c1, [Na+], [OH-]. As a reaction SMILES: [CH3:18][CH2:19][OH:20].[F:1][c:2]1[cH:3][c:4]([C:5](=[O:6])[O:7][CH3:8])[cH:9][cH:10][c:11]1[CH2:12][CH:13]([CH3:14])[CH3:15].[Na+:17].[OH-:16]>>[F:1][c:2]1[cH:3][c:4]([C:5](=[O:6])[OH:7])[cH:9][cH:10][c:11]1[CH2:12][CH:13]([CH3:14])[CH3:15]. Yields the product CC(C)Cc1ccc(C(=O)O)cc1F. The reactants are P(Br)(Br)Br (phosphorus tribromide), BrC=1C=CC(=C(CO)C1)C (5-bromo-2-methylbenzyl alcohol), ice water. Run in C(C)OCC (diethyl ether). Reaction conditions: time 3 hour. Product: BrC=1C=CC(=C(CBr)C1)C (5-bromo-2-methylbenzyl bromide). Yield: 181.2%. RXN SMILES: [Br:1][C:2]1[CH:3]=[CH:4][C:5]([CH3:10])=[C:6]([CH:9]=1)[CH2:7]O.P(Br)(Br)[Br:12]>C(OCC)C>[Br:1][C:2]1[CH:3]=[CH:4][C:5]([CH3:10])=[C:6]([CH:9]=1)[CH2:7][Br:12]. Procedure: 24.4 g (121 mmol) of 5-bromo-2-methylbenzyl alcohol was dissolved in 200 ml of anhydrous diethyl ether, and to the resulted solution was dropped 16.4 g (60.7 mmol) of phosphorus tribromide under ice cooling. The mixture was stirred further for 3 hours under ice cooling, then, the reaction solution was poured into ice water, then, separated. The organic layer was washed with water, saturated sodium bicarbonate solution and saline sequentially, dried over anhydrous magnesium sulfate, then, concent... Reactants: C1(CCCC1)C(O)C1=C(N=C(S1)C1=CC=C(C=C1)C(F)(F)F)C ([rac]-cyclopentyl-(4-methyl-2-(4-trifluoromethyl-phenyl)-thiazol-5-yl]-methanol), C(CCC)P(CCCC)CCCC (tributylphosphine), CN(C(=O)N=NC(=O)N(C)C)C (N,N,N′,N′-tetramethyl azodicarboxamide), C(C)OC(C(CC1=C(C=C(C=C1)O)C)OCC)=O ([rac]-2-ethoxy-3-(4-hydroxy-2-methyl-phenyl)-propionic acid ethyl ester). Product: C(C)OC(C(CC1=C(C=C(C=C1)OC(C1=C(N=C(S1)C1=CC=C(C=C1)C(F)(F)F)C)C1CCCC1)C)OCC)=O (3-(4-{cyclopentyl-[4-methyl-2-(4-trifluoromethyl-phenyl)-thiazol-5-yl]-methoxy}-2-methyl-phenyl)-2-ethoxy-propionic acid ethyl ester). Reaction SMILES: [CH2:1]([O:3][C:4](=[O:18])[CH:5]([O:15][CH2:16][CH3:17])[CH2:6][C:7]1[CH:12]=[CH:11][C:10]([OH:13])=[CH:9][C:8]=1[CH3:14])[CH3:2].[CH:19]1([CH:24]([C:26]2[S:30][C:29]([C:31]3[CH:36]=[CH:35][C:34]([C:37]([F:40])([F:39])[F:38])=[CH:33][CH:32]=3)=[N:28][C:27]=2[CH3:41])O)[CH2:23][CH2:22][CH2:21][CH2:20]1.C(P(CCCC)CCCC)CCC.CN(C)C(N=NC(N(C)C)=O)=O>>[CH2:1]([O:3][C:4](=[O:18])[CH:5]([O:15][CH2:16][CH3:17])[CH2:6][C:7]1[CH:12]=[CH:11][C:10]([O:13][CH:24]([CH:19]2[CH2:23][CH2:22][CH2:21][CH2:20]2)[C:26]2[S:30][C:29]([C:31]3[CH:32]=[CH:33][C:34]([C:37]([F:39])([F:40])[F:38])=[CH:35][CH:36]=3)=[N:28][C:27]=2[CH3:41])=[CH:9][C:8]=1[CH3:14])[CH3:2]. Reported procedure: In analogy to the procedure described in example 10 c], [rac]-2-ethoxy-3-(4-hydroxy-2-methyl-phenyl)-propionic acid ethyl ester (example 10 b]) was reacted with [rac]-cyclopentyl-(4-methyl-2-(4-trifluoromethyl-phenyl)-thiazol-5-yl]-methanol [PCT Int. Appl. (2002), WO 02/062774 A1] in the presence of tributylphosphine and N,N,N′,N′-tetramethyl azodicarboxamide to yield 3-(4-{cyclopentyl-[4-methyl-2-(4-trifluoromethyl-phenyl)-thiazol-5-yl]-methoxy}-2-methyl-phenyl)-2-ethoxy-propionic acid ethyl es... The reactants are C(C)(C)(C)OC(=O)NC=1C(=C(C=CC1F)N1C=C(C(C2=CC(=C(N=C12)Cl)F)=O)C(=O)OCC)F (Ethyl 1-(3-t-butoxycarbonylamino-2,4-difluorophenyl)-7-chloro-6-fluoro-1,4-dihydro-4-oxo-1,8-naphthyridine-3-carboxylate), mixture, Cl (hydrochloric acid), C(C)(=O)O (acetic acid), C(Cl)(Cl)Cl (chloroform). Solvent: O (water), O (water). Product: C(C)(C)OC(C)C (diisopropyl ether), NC=1C(=C(C=CC1F)N1C=C(C(C2=CC(=C(N=C12)Cl)F)=O)C(=O)O)F (1-(3-amino-2,4-difluorophenyl)-7-chloro-6-fluoro-1,4-dihydro-4-oxo-1,8-naphthyridine-3-carboxylic acid). As a reaction SMILES: [C:1](OC([NH:8][C:9]1[C:10]([F:34])=[C:11]([N:16]2[C:25]3[C:20](=[CH:21][C:22]([F:27])=[C:23]([Cl:26])[N:24]=3)[C:19](=[O:28])[C:18]([C:29]([O:31]CC)=[O:30])=[CH:17]2)[CH:12]=[CH:13][C:14]=1[F:15])=O)(C)([CH3:3])[CH3:2].Cl.[C:36]([OH:39])(=O)[CH3:37].[CH:40](Cl)(Cl)Cl>O>[CH:1]([O:39][CH:36]([CH3:37])[CH3:40])([CH3:3])[CH3:2].[NH2:8][C:9]1[C:10]([F:34])=[C:11]([N:16]2[C:25]3[C:20](=[CH:21][C:22]([F:27])=[C:23]([Cl:26])[N:24]=3)[C:19](=[O:28])[C:18]([C:29]([OH:31])=[O:30])=[CH:17]2)[CH:12]=[CH:13][C:14]=1[F:15]. Reported procedure: Ethyl 1-(3-t-butoxycarbonylamino-2,4-difluorophenyl)-7-chloro-6-fluoro-1,4-dihydro-4-oxo-1,8-naphthyridine-3-carboxylate (500 mg) was added to 8 ml of a mixture of 3N hydrochloric acid and acetic acid, which was stirred and heated at reflux for 3.5 hours. After 16 ml of distilled water was added, the reaction solution was heated at reflux for 10 minutes, then allowed to cool down, and combined with 80 ml of chloroform and 10 ml of distilled water. The solution was separated, the chloroform layer... The reactants are C=O (paraformaldehyde), Cl (HCl), FC=1C(=C(C=CC1)O)C (3-fluoro-2-methylphenol), MgCI2, TEA. Solvent: C(C)#N (acetonitrile). Reaction conditions: time 4 hour. The product is FC1=C(C(=C(C=O)C=C1)O)C (4-fluoro-2-hydroxy-3-methylbenzaldehyde). Yield: 75.5%. RXN SMILES: [F:1][C:2]1[C:3]([CH3:9])=[C:4]([OH:8])[CH:5]=[CH:6][CH:7]=1.[CH2:10]=[O:11].Cl>C(#N)C>[F:1][C:2]1[CH:7]=[CH:6][C:5]([CH:10]=[O:11])=[C:4]([OH:8])[C:3]=1[CH3:9]. Procedure: To 2.19 g (17.36 mmol) of 3-fluoro-2-methylphenol in 87 mL of anhydrous acetonitrile was added 12.1 g (126.73 mmol) of MgCI2 portionwise followed by addition of 9.0 mL (64.93 mmol) of TEA to afford a pinkish reaction mixture. To this mixture was added 3.8 g (126.73 mmol) of paraformaldehyde and the resulting yellow colored mixture was heated to relux for 4 hours. After cooling to room temperature, to the mixture was added 5% HCl slowly. The reaction was extracted with EtOAc (3×), washed with sat... Starting materials: CCOC(C)=O, CNc1ccc([N+](=O)[O-])cc1, O=C(Cl)CCl, [K+], [OH-], O. Product: CN(C(=O)CCl)c1ccc([N+](=O)[O-])cc1. Reaction SMILES: [CH3:19][CH2:20][O:21][C:22]([CH3:23])=[O:24].[CH3:6][NH:7][c:8]1[cH:9][cH:10][c:11]([N+:14](=[O:15])[O-:16])[cH:12][cH:13]1.[Cl:1][CH2:2][C:3](=[O:4])[Cl:5].[K+:18].[OH-:17].[OH2:25]>>[Cl:1][CH2:2][C:3](=[O:4])[N:7]([CH3:6])[c:8]1[cH:9][cH:10][c:11]([N+:14](=[O:15])[O-:16])[cH:12][cH:13]1. Reactants: OC1=CC=NC=C1C#N (4-hydroxynicotinonitrile), II (iodine), [OH-].[Na+] (NaOH). Solvent: O (water), O (water). Conditions: temperature 85 celsius. Product: OC1=C(C=NC=C1C#N)I (4-hydroxy-5-iodonicotinonitrile). The yield is 61.3%. As a reaction SMILES: [OH:1][C:2]1[C:7]([C:8]#[N:9])=[CH:6][N:5]=[CH:4][CH:3]=1.[I:10]I.[OH-].[Na+]>O>[OH:1][C:2]1[C:7]([C:8]#[N:9])=[CH:6][N:5]=[CH:4][C:3]=1[I:10] |f:2.3|. Procedure details: A mixture of 4-hydroxynicotinonitrile (45.7 g, 381 mmol), iodine (96.6 g, 381 mmol) and NaOH (19.8 g, 825 mmol) in water (600 mL) was heated at 85° C. overnight, cooled to r.t. and diluted with water. The precipitate was collected by filtration and washed with water to give 57.5 g (61%) of 4-hydroxy-5-iodonicotinonitrile as a tan solid. Mp>245° C. Starting materials: BrCc1ccnc(Br)c1, O=C([O-])[O-], COc1cc2c(Nc3ccc(Cl)cc3F)ncnc2cc1O, [K+], [K+], CN(C)C=O, O. Yields the product COc1cc2c(Nc3ccc(Cl)cc3F)ncnc2cc1OCc1ccnc(Br)c1. Reaction SMILES: [Br:23][c:24]1[n:25][cH:26][cH:27][c:28]([CH2:30][Br:31])[cH:29]1.[C:32](=[O:33])([O-:34])[O-:35].[Cl:1][c:2]1[cH:3][c:4]([F:22])[c:5]([NH:6][c:7]2[n:8][cH:9][n:10][c:11]3[cH:12][c:13]([OH:19])[c:14]([O:17][CH3:18])[cH:15][c:16]23)[cH:20][cH:21]1.[K+:36].[K+:37].[O:39]=[CH:40][N:41]([CH3:42])[CH3:43].[OH2:38]>>[Cl:1][c:2]1[cH:3][c:4]([F:22])[c:5]([NH:6][c:7]2[n:8][cH:9][n:10][c:11]3[cH:12][c:13]([O:19][CH2:30][c:28]4[cH:27][cH:26][n:25][c:24]([Br:23])[cH:29]4)[c:14]([O:17][CH3:18])[cH:15][c:16]23)[cH:20][cH:21]1. Starting materials: CC=1C(=NC(NC1)=O)N1N=CN=C1 (5-methyl-4-(1,2,4-triazol-1-yl)-pyrimidin-2(1H)-one), [Na] (sodium), C(C1=CC=CC=C1)O (benzyl alcohol), C(C)(=O)O (acetic acid). Solvent: CN(C=O)C (dimethylformamide). Run at temperature 100 celsius. The product is C(C1=CC=CC=C1)OC1=NC(NC=C1C)=O (4-benzyloxy-5-methylpyrimidin-2(1H)-one). Yield: 67.9%. Reaction SMILES: [CH3:1][C:2]1[C:3](N2C=NC=N2)=[N:4][C:5](=[O:8])[NH:6][CH:7]=1.[Na].C(O)(=O)C.[CH2:19]([OH:26])[C:20]1[CH:25]=[CH:24][CH:23]=[CH:22][CH:21]=1>CN(C)C=O>[CH2:19]([O:26][C:3]1[C:2]([CH3:1])=[CH:7][NH:6][C:5](=[O:8])[N:4]=1)[C:20]1[CH:25]=[CH:24][CH:23]=[CH:22][CH:21]=1 |^1:13|. Reported procedure: 1.06 g (6 mmol) of 5-methyl-4-(1,2,4-triazol-1-yl)-pyrimidin-2(1H)-one are added to a solution of 2.34 g (18 mmol) of sodium benzylate in 25 ml of dry benzyl alcohol and 25 ml of dry dimethylformamide are added. The mixture is heated for 2 hours with stirring to 100° C. The cooled solution is neutralized with acetic acid, concentrated and chromatographed on silica gel using ethylacetate/methanol 9/1. 880 mg (67.9% of theory) of 4-benzyloxy-5-methylpyrimidin-2(1H)-one are obtained with melting po...